From a dataset of the Open Reaction Database (ORD), a public repository of structured organic reaction records. describe an organic reaction: reactants, conditions, products, and yield The reactants are C1CCOC1, Cc1ccc(-n2cc(C#Cc3ccnc(Cl)c3)nc2C)cc1, CI. Yields the product Cc1ccc(-n2c(C)nc(C#Cc3ccnc(Cl)c3)c2C)cc1. As a reaction SMILES: [CH2:25]1[O:26][CH2:27][CH2:28][CH2:29]1.[Cl:1][c:2]1[n:3][cH:4][cH:5][c:6]([C:8]#[C:9][c:10]2[n:11][c:12]([CH3:22])[n:13](-[c:15]3[cH:16][cH:17][c:18]([CH3:21])[cH:19][cH:20]3)[cH:14]2)[cH:7]1.[I:23][CH3:24]>>[Cl:1][c:2]1[n:3][cH:4][cH:5][c:6]([C:8]#[C:9][c:10]2[n:11][c:12]([CH3:22])[n:13](-[c:15]3[cH:16][cH:17][c:18]([CH3:21])[cH:19][cH:20]3)[c:14]2[CH3:24])[cH:7]1. Starting materials: O=C(NC(Cc1ccc2c(c1)CCCC2)C(=O)N1CCC(N2CCN(Cc3ccccc3)CC2)CC1)N1CCC(n2nc(-c3ccccc3)[nH]c2=O)CC1, CO, [H][H]. RXN SMILES: [CH2:1]([c:2]1[cH:3][cH:4][cH:5][cH:6][cH:7]1)[N:8]1[CH2:9][CH2:10][N:11]([CH:14]2[CH2:15][CH2:16][N:17]([C:20]([CH:21]([CH2:22][c:23]3[cH:24][c:25]4[c:30]([cH:31][cH:32]3)[CH2:29][CH2:28][CH2:27][CH2:26]4)[NH:33][C:34](=[O:35])[N:36]3[CH2:37][CH2:38][CH:39]([n:42]4[n:43][c:44](-[c:48]5[cH:49][cH:50][cH:51][cH:52][cH:53]5)[nH:45][c:46]4=[O:47])[CH2:40][CH2:41]3)=[O:54])[CH2:18][CH2:19]2)[CH2:12][CH2:13]1.[CH3:57][OH:58].[H:55][H:56]>>[NH:8]1[CH2:9][CH2:10][N:11]([CH:14]2[CH2:15][CH2:16][N:17]([C:20]([CH:21]([CH2:22][c:23]3[cH:24][c:25]4[c:30]([cH:31][cH:32]3)[CH2:29][CH2:28][CH2:27][CH2:26]4)[NH:33][C:34](=[O:35])[N:36]3[CH2:37][CH2:38][CH:39]([n:42]4[n:43][c:44](-[c:48]5[cH:49][cH:50][cH:51][cH:52][cH:53]5)[nH:45][c:46]4=[O:47])[CH2:40][CH2:41]3)=[O:54])[CH2:18][CH2:19]2)[CH2:12][CH2:13]1. Product: O=C(NC(Cc1ccc2c(c1)CCCC2)C(=O)N1CCC(N2CCNCC2)CC1)N1CCC(n2nc(-c3ccccc3)[nH]c2=O)CC1. As a reaction SMILES: [CH2:35]1[CH2:36][CH:37]=[CH:38][CH2:39][CH2:40]1.[CH3:41][CH2:42][OH:43].[OH:1][c:2]1[c:3]([C:4](=[O:5])[O:6][CH2:7][c:8]2[cH:9][cH:10][cH:11][cH:12][cH:13]2)[cH:14][cH:15][c:16]([O:18][CH2:19][CH:20]([CH2:21][Si:22]([O:23][Si:24]([CH3:25])([CH3:26])[CH3:27])([O:28][Si:29]([CH3:30])([CH3:31])[CH3:32])[CH3:33])[CH3:34])[cH:17]1>>[OH:1][c:2]1[c:3]([C:4](=[O:5])[OH:6])[cH:14][cH:15][c:16]([O:18][CH2:19][CH:20]([CH2:21][Si:22]([O:23][Si:24]([CH3:25])([CH3:26])[CH3:27])([O:28][Si:29]([CH3:30])([CH3:31])[CH3:32])[CH3:33])[CH3:34])[cH:17]1. The product is CC(COc1ccc(C(=O)O)c(O)c1)C[Si](C)(O[Si](C)(C)C)O[Si](C)(C)C. Reactants: C1=CCCCC1, CCO, CC(COc1ccc(C(=O)OCc2ccccc2)c(O)c1)C[Si](C)(O[Si](C)(C)C)O[Si](C)(C)C.